This data is from the Open Reaction Database (ORD), a public repository of structured organic reaction records. The task is: describe an organic reaction: reactants, conditions, products, and yield Reactants: [F-].C(CCC)[N+](CCCC)(CCCC)CCCC (tetrabutylammonium fluoride), CO (methanol), C(C)(C)(C)[Si](OCC(OC=1C=C(C=C2C=C(NC12)C=1SC(CN1)CC(=O)N)OC1=CC=C(C=C1)S(=O)(=O)C)C)(C1=CC=CC=C1)C(C)(C)C (2-(2-{7-(2-{[Di-tert-butyl(phenyl)silyl]oxy}-1-methylethoxy)-5-[4-(methylsulfonyl)phenoxy]-1H-indol-2-yl]-4,5-dihydro-1,3-thiazol-5-yl)acetamide), [Cl-].[NH4+] (ammonium chloride). The solvent is O1CCCC1 (tetrahydrofuran), C(C)(=O)OCC (ethyl acetate). Reaction conditions: time 15 hour. The product is OCC(OC=1C=C(C=C2C=C(NC12)C=1SC(CN1)CC(=O)N)OC1=CC=C(C=C1)S(=O)(=O)C)C (2-(2-{7-(2-Hydroxy-1-methylethoxy)-5-[4-(methylsulfonyl)phenoxy]-1H-indol-2-yl}-4,5-dihydro-1,3-thiazol-5-yl)acetamide). The yield is 78.8%. As a reaction SMILES: C([Si](C(C)(C)C)(C1C=CC=CC=1)[O:6][CH2:7][CH:8]([CH3:39])[O:9][C:10]1[CH:11]=[C:12]([O:28][C:29]2[CH:34]=[CH:33][C:32]([S:35]([CH3:38])(=[O:37])=[O:36])=[CH:31][CH:30]=2)[CH:13]=[C:14]2[C:18]=1[NH:17][C:16]([C:19]1[S:20][CH:21]([CH2:24][C:25]([NH2:27])=[O:26])[CH2:22][N:23]=1)=[CH:15]2)(C)(C)C.[F-].C([N+](CCCC)(CCCC)CCCC)CCC.[Cl-].[NH4+].CO>O1CCCC1.C(OCC)(=O)C>[OH:6][CH2:7][CH:8]([CH3:39])[O:9][C:10]1[CH:11]=[C:12]([O:28][C:29]2[CH:34]=[CH:33][C:32]([S:35]([CH3:38])(=[O:36])=[O:37])=[CH:31][CH:30]=2)[CH:13]=[C:14]2[C:18]=1[NH:17][C:16]([C:19]1[S:20][CH:21]([CH2:24][C:25]([NH2:27])=[O:26])[CH2:22][N:23]=1)=[CH:15]2 |f:1.2,3.4|. Reported procedure: 2-(2-{7-(2-{[Di-tert-butyl(phenyl)silyl]oxy}-1-methylethoxy)-5-[4-(methylsulfonyl)phenoxy]-1H-indol-2-yl]-4,5-dihydro-1,3-thiazol-5-yl)acetamide (262 mg) was dissolved in tetrahydrofuran (2 mL), tetrabutylammonium fluoride (0.5 mL) was added, and the mixture was stirred at room temperature for 15 hr. Saturated aqueous ammonium chloride solution was added to the reaction solution, and the mixture was subjected to extraction with ethyl acetate. The organic layer was washed successively with satura...